From a dataset of the Open Reaction Database (ORD), a public repository of structured organic reaction records. describe an organic reaction: reactants, conditions, products, and yield The reactants are Cl (hydrochloric acid), Cl.O=C1N(C(C2=C(N1CCCCN1CCC(CC1)OC(C1=CC=CC=C1)C1=CC=CC=C1)C=CS2)=O)CCCCC(=O)OCC (Ethyl 5-[2,4-dioxo-1-[4-(4-diphenylmethoxypiperidino)butyl]-1,2,3,4-tetrahydrothieno[3,2-d]pyrimidin-3-yl]valerate hydrochloride), [OH-].[Na+] (sodium hydroxide), O1CCCC1 (tetrahydrofuran). Solvent: C(C)O (ethanol). Reaction conditions: time 6 hour. The product is Cl.O=C1N(C(C2=C(N1CCCCN1CCC(CC1)OC(C1=CC=CC=C1)C1=CC=CC=C1)C=CS2)=O)CCCCC(=O)O (5-[2,4-Dioxo-1-[4-(4-diphenylmethoxypiperidino)butyl]-1,2,3,4-tetrahydrothieno[3,2-d]pyrimidin-3-yl]valeric acid hydrochloride). Yield: 88.2%. Reaction SMILES: [ClH:1].[O:2]=[C:3]1[N:8]([CH2:9][CH2:10][CH2:11][CH2:12][N:13]2[CH2:18][CH2:17][CH:16]([O:19][CH:20]([C:27]3[CH:32]=[CH:31][CH:30]=[CH:29][CH:28]=3)[C:21]3[CH:26]=[CH:25][CH:24]=[CH:23][CH:22]=3)[CH2:15][CH2:14]2)[C:7]2[CH:33]=[CH:34][S:35][C:6]=2[C:5](=[O:36])[N:4]1[CH2:37][CH2:38][CH2:39][CH2:40][C:41]([O:43]CC)=[O:42].[OH-].[Na+].O1CCCC1.Cl>C(O)C>[ClH:1].[O:2]=[C:3]1[N:8]([CH2:9][CH2:10][CH2:11][CH2:12][N:13]2[CH2:18][CH2:17][CH:16]([O:19][CH:20]([C:21]3[CH:22]=[CH:23][CH:24]=[CH:25][CH:26]=3)[C:27]3[CH:32]=[CH:31][CH:30]=[CH:29][CH:28]=3)[CH2:15][CH2:14]2)[C:7]2[CH:33]=[CH:34][S:35][C:6]=2[C:5](=[O:36])[N:4]1[CH2:37][CH2:38][CH2:39][CH2:40][C:41]([OH:43])=[O:42] |f:0.1,2.3,7.8|. Procedure: A mixture of ethyl 5-[2,4-dioxo-1-[4-(4-diphenylmethoxypiperidino)butyl]-1,2,3,4-tetrahydrothieno[3,2-d]pyrimidin-3-yl]valerate (2.54 g, 4.11 mmol) obtained in Example 135, 2N sodium hydroxide (4.0 ml), tetrahydrofuran (6 ml) and ethanol (6.0 ml) was stirred at room temperature for 6 hours, neutralized with 2N hydrochloric acid, and then extracted with chloroform. The extract was washed with water, dried (MgSO4) and then concentrated. The residue was treated with ethyl ether to give the title co...